Dataset: the Open Reaction Database (ORD), a public repository of structured organic reaction records. Task: describe an organic reaction: reactants, conditions, products, and yield The reactants are [OH-].[Na+] (sodium hydroxide), N(C(=N)N)C=1SC=C(N1)CSCCN (2-[(2-guanidinothiazol-4-yl)methylthio]ethylamine), COC1=NS(N=C1OC)=O (3,4-dimethoxy-1,2,5-thiadiazole 1-oxide), Cl (HCl). Solvent: CO (methanol), CO (methanol), CO (methanol). Conditions: time 8 hour. Yields the product N(C(=N)N)C=1SC=C(N1)CSCCNC1=NS(N=C1O)=O (3-{2-[(2-Guanidinothiazol-4-yl)methylthio]ethylamino}-4- hydroxy-1,2,5-thiadiazole 1-oxide). RXN SMILES: [NH:1]([C:5]1[S:6][CH:7]=[C:8]([CH2:10][S:11][CH2:12][CH2:13][NH2:14])[N:9]=1)[C:2]([NH2:4])=[NH:3].C[O:16][C:17]1[C:21](OC)=[N:20][S:19](=[O:24])[N:18]=1.[OH-].[Na+].Cl>CO>[NH:1]([C:5]1[S:6][CH:7]=[C:8]([CH2:10][S:11][CH2:12][CH2:13][NH:14][C:21]2[C:17]([OH:16])=[N:18][S:19](=[O:24])[N:20]=2)[N:9]=1)[C:2]([NH2:4])=[NH:3] |f:2.3|. Reported procedure: A solution of 2-[(2-guanidinothiazol-4-yl)methylthio]ethylamine (4.15 g; 17.9 mmoles) in 50 ml of methanol was added dropwise over a 30 minute period to a solution of 3,4-dimethoxy-1,2,5-thiadiazole 1-oxide (2.91 g; 17.9 mmoles) in 350 ml of methanol that had been cooled in an ice-water bath. The reaction mixture was treated with a solution of sodium hydroxide pellets (3.58 g; 89.5 mmoles) in methanol. After stirring overnight at ambient temperature, the mixture was neutralized with 14.9 ml (89.... Starting materials: ClC1=CC\2=C(N(C(C(\N=C2\C2=CC=C(C=C2)F)CC2=CC(=C(C=C2)CC)CC)=O)C)C=C1 ((Z)-7-chloro-3-(3,4-diethylbenzyl)-5-(4-fluorophenyl)-1-methyl-1H-benzo[e][1,4]diazepin-2(3H)-one), [Cl-].[Al+3].[Cl-].[Cl-] (aluminum chloride), ice water, C(C)(=O)OCC (ethyl acetate). Run in C1(=CC=CC=C1)OC (anisole), C(C)#N (acetonitrile), O (water). Conditions: temperature 85 celsius, time 10 minute. Yields the product ClC1=CC\2=C(NC(C(\N=C2\C2=CC=C(C=C2)F)CC2=CC(=C(C=C2)CC)CC)=O)C=C1 ((Z)-7-chloro-3-(3,4-diethylbenzyl)-5-(4-fluorophenyl)-1H-benzo[e][1,4]diazepin-2(3H)-one). RXN SMILES: [Cl:1][C:2]1[CH:32]=[CH:31][C:5]2[N:6](C)[C:7](=[O:29])[CH:8]([CH2:18][C:19]3[CH:24]=[CH:23][C:22]([CH2:25][CH3:26])=[C:21]([CH2:27][CH3:28])[CH:20]=3)[N:9]=[C:10]([C:11]3[CH:16]=[CH:15][C:14]([F:17])=[CH:13][CH:12]=3)[C:4]=2[CH:3]=1.[Cl-].[Al+3].[Cl-].[Cl-].C(OCC)(=O)C>C1(OC)C=CC=CC=1.C(#N)C.O>[Cl:1][C:2]1[CH:32]=[CH:31][C:5]2[NH:6][C:7](=[O:29])[CH:8]([CH2:18][C:19]3[CH:24]=[CH:23][C:22]([CH2:25][CH3:26])=[C:21]([CH2:27][CH3:28])[CH:20]=3)[N:9]=[C:10]([C:11]3[CH:16]=[CH:15][C:14]([F:17])=[CH:13][CH:12]=3)[C:4]=2[CH:3]=1 |f:1.2.3.4|. Procedure details: To a stirred solution of (Z)-7-chloro-3-(3,4-diethylbenzyl)-5-(4-fluorophenyl)-1-methyl-1H-benzo[e][1,4]diazepin-2(3H)-one (0.1 g, 0.18 mmol) in anisole (3 mL) was added aluminum chloride (0.144 g, 1.08 mmol). The mixture was heated at 85° C. for 1 hour, cooled to ambient temperature and poured into a mixture of ice/water (10 mL) and ethyl acetate (20 mL) and stirred vigorously for 10 min. The layers were separated and the organic phase was dried over sodium sulfate, filtered, and then concentra...